Dataset: the Open Reaction Database (ORD), a public repository of structured organic reaction records. Task: describe an organic reaction: reactants, conditions, products, and yield Reactants: CC(C)(C)c1nc(C=Cc2cn(-c3ccccc3)nc2O)cs1, O=C([O-])[O-], CN(C)C=O, CCOC(=O)Cc1ccc(-c2nc(COc3ccc(CCl)cc3OC)c(C)o2)cc1, Cl, [K+], [K+], O. Yields the product CCOC(=O)Cc1ccc(-c2nc(COc3ccc(COc4nn(-c5ccccc5)cc4C=Cc4csc(C(C)(C)C)n4)cc3OC)c(C)o2)cc1. As a reaction SMILES: [C:32]([CH3:33])([CH3:34])([CH3:35])[c:36]1[s:37][cH:38][c:39]([CH:41]=[CH:42][c:43]2[c:44]([OH:54])[n:45][n:46](-[c:48]3[cH:49][cH:50][cH:51][cH:52][cH:53]3)[cH:47]2)[n:40]1.[C:55](=[O:56])([O-:57])[O-:58].[CH3:61][N:62]([CH3:63])[CH:64]=[O:65].[Cl:1][CH2:2][c:3]1[cH:4][c:5]([O:29][CH3:30])[c:6]([O:7][CH2:8][c:9]2[n:10][c:11](-[c:15]3[cH:16][cH:17][c:18]([CH2:21][C:22](=[O:23])[O:24][CH2:25][CH3:26])[cH:19][cH:20]3)[o:12][c:13]2[CH3:14])[cH:27][cH:28]1.[ClH:31].[K+:59].[K+:60].[OH2:66]>>[CH2:2]([c:3]1[cH:4][c:5]([O:29][CH3:30])[c:6]([O:7][CH2:8][c:9]2[n:10][c:11](-[c:15]3[cH:16][cH:17][c:18]([CH2:21][C:22](=[O:23])[O:24][CH2:25][CH3:26])[cH:19][cH:20]3)[o:12][c:13]2[CH3:14])[cH:27][cH:28]1)[O:54][c:44]1[c:43]([CH:42]=[CH:41][c:39]2[cH:38][s:37][c:36]([C:32]([CH3:33])([CH3:34])[CH3:35])[n:40]2)[cH:47][n:46](-[c:48]2[cH:49][cH:50][cH:51][cH:52][cH:53]2)[n:45]1. Reactants: Na2SO4.10H2O, CCOCC (ether), C(C)OC(NC1CCCC2=CC=CC=C12)=O ((1,2,3,4-Tetrahydro-naphthalen-1-yl)carbamic acid ethyl ester). Solvent: C1CCOC1 (THF). Conditions: temperature 75 celsius, time 2 hour. Yields the product CN[C@H]1CCCC2=CC=CC=C12 ((S)-methyl-(1,2,3,4-tetrahydro-naphthalen-1-yl)amine). Reaction SMILES: C(O[C:4](=O)[NH:5][CH:6]1[C:15]2[C:10](=[CH:11][CH:12]=[CH:13][CH:14]=2)[CH2:9][CH2:8][CH2:7]1)C.CCOCC>C1COCC1>[CH3:4][NH:5][C@@H:6]1[C:15]2[C:10](=[CH:11][CH:12]=[CH:13][CH:14]=2)[CH2:9][CH2:8][CH2:7]1. Procedure details: (1,2,3,4-Tetrahydro-naphthalen-1-yl)carbamic acid ethyl ester (5.0 g, 22.8 mmol) is added slowly under nitrogen to a suspension of LiAlH (2.6 g, 68 mmol) in THF (50 mL). The resulting mixture is heated at 75° C. with stirring for 2 h. On cooling, Na2SO4.10H2O (15.0 g) and ether (100 mL) are added to the mixture. The resulting mixture is stirred at room temperature for 1 hour, filtered through celite, and concentrated in vacuo. 1 N HCl (20 mL) and ether (20 ML) are added to the residue. The organ... Reactants: C(CCCCCCCCCCCCCCC)OCC(CO)OC (3-(hexadecyloxy)-2-methoxy propanol), P(=O)(OC1=CC=CC=C1)(Cl)Cl (phenyl dichlorophosphate), ClCCl (dichloromethane). Run in C(C)N(CC)CC (triethylamine). Reaction conditions: temperature 5 celsius, time 1 hour. The product is P(OCC(COCCCCCCCCCCCCCCCC)OC)(OC1=CC=CC=C1)(=O)Cl (3-(Hexadecyloxy)-2-methoxypropyl phenyl phosphorochloridate). As a reaction SMILES: [CH2:1]([O:17][CH2:18][CH:19]([O:22][CH3:23])[CH2:20][OH:21])[CH2:2][CH2:3][CH2:4][CH2:5][CH2:6][CH2:7][CH2:8][CH2:9][CH2:10][CH2:11][CH2:12][CH2:13][CH2:14][CH2:15][CH3:16].[P:24](Cl)([Cl:33])([O:26][C:27]1[CH:32]=[CH:31][CH:30]=[CH:29][CH:28]=1)=[O:25].ClCCl>C(N(CC)CC)C>[P:24]([Cl:33])(=[O:25])([O:26][C:27]1[CH:32]=[CH:31][CH:30]=[CH:29][CH:28]=1)[O:21][CH2:20][CH:19]([O:22][CH3:23])[CH2:18][O:17][CH2:1][CH2:2][CH2:3][CH2:4][CH2:5][CH2:6][CH2:7][CH2:8][CH2:9][CH2:10][CH2:11][CH2:12][CH2:13][CH2:14][CH2:15][CH3:16]. Procedure: A 1 mmol portion of 3-(hexadecyloxy)-2-methoxy propanol is added to a 0°-5° C. solution of 1 mmol of phenyl dichlorophosphate in 2 ml of anhydrous dichloromethane containing 1.2 mmol of triethylamine. The mixture is stirred under argon for 1 hour at 5° C., then for 2.5 hours at room temperature and then used as is. Reactants: CC1(COC(=O)C1=O)C (ketopantolactone), [H][H] (hydrogen). Run in C1CCOC1 (THF). Run at temperature 50 celsius, time 45 hour. Product: CC1(COC(=O)[C@@H]1O)C ((R)-(-)pantolactone). Reaction SMILES: [CH3:1][C:2]1([CH3:9])[C:7](=[O:8])[C:5](=[O:6])[O:4][CH2:3]1.[H][H]>C1COCC1>[CH3:1][C:2]1([CH3:9])[C@@H:7]([OH:8])[C:5](=[O:6])[O:4][CH2:3]1. Reported procedure: 0.0025 m-mole of rhodium-1,5-cyclooctadienechloride complex and 0.0065 m-mole of one of the asymmetric ligand compounds indicated in Table 2 were dissolved in 10 ml of THF, and 5 m-mole of ketopantolactone was added thereto. Reduction was carried out at a hydrogen atmosphere of 50 atm. The mixture was stirred at 50° C. for 45 hours. The reaction mixture was concentrated under reduced pressure and distilled under reduced pressure to obtain optically active (R)-(-)pantolactone. The results are sho... Product: N1(CCC2(CC1)CNC1=CC=CC=C12)C(=O)OCC1=CC=CC=C1 (Benzyl spiro[indoline-3,4′-piperidine]-1′-carboxylate). Isolated yield 34.1%. The solvent is C(C)#N (acetonitrile), C1(=CC=CC=C1)C (toluene), C(C)#N (acetonitrile), CO (methanol), C1(=CC=CC=C1)C (toluene). Run at temperature 35 celsius, time 8 hour. Reported procedure: A solution of phenyl hydrazine (1.29 g, 12.0 mmol) and trifluoroacetic acid (3.0 mL) in a 49:1 solution of toluene:acetonitrile (50 mL) is heated at 35° C. 4-Formyl-piperidine-1-carboxylic acid benzyl ester (2.7 g, 10.91 mmol) is dissolved in a 49:1 solution of toluene:acetonitrile (10 mL) and added dropwise to the mixture (WO2005046682). The mixture is stirred at 35° C. overnight. The resulting solution is cooled to 0° C., and methanol (5 mL) is added. NaBH4 (0.619 g, 16.38 mmol) is added porti... The reactants are C1(=CC=CC=C1)NN (phenyl hydrazine), FC(C(=O)O)(F)F (trifluoroacetic acid), C(C1=CC=CC=C1)OC(=O)N1CCC(CC1)C=O (4-Formyl-piperidine-1-carboxylic acid benzyl ester), [BH4-].[Na+] (NaBH4). RXN SMILES: [C:1]1([NH:7]N)[CH:6]=[CH:5][CH:4]=[CH:3][CH:2]=1.FC(F)(F)C(O)=O.[CH2:16]([O:23][C:24]([N:26]1[CH2:31][CH2:30][CH:29]([CH:32]=O)[CH2:28][CH2:27]1)=[O:25])[C:17]1[CH:22]=[CH:21][CH:20]=[CH:19][CH:18]=1.[BH4-].[Na+]>C1(C)C=CC=CC=1.CO.C(#N)C>[N:26]1([C:24]([O:23][CH2:16][C:17]2[CH:18]=[CH:19][CH:20]=[CH:21][CH:22]=2)=[O:25])[CH2:27][CH2:28][C:29]2([C:6]3[C:1](=[CH:2][CH:3]=[CH:4][CH:5]=3)[NH:7][CH2:32]2)[CH2:30][CH2:31]1 |f:3.4|. The reactants are C(C1=CC=CC=C1)OC=1C=C(C=C(C1)OC)CO ((3-(benzyloxy)-5-methoxyphenyl)methanol), I(=O)(=O)C1=C(C(=O)O)C=CC=C1 (2-iodoxybenzoic acid), O (Water). Solvent: CS(=O)C (DMSO). Reaction conditions: time 3 hour. Product: C(C1=CC=CC=C1)OC=1C=C(C=O)C=C(C1)OC (3-(benzyloxy)-5-methoxybenzaldehyde). Yield: 85.3%. Reaction SMILES: [CH2:1]([O:8][C:9]1[CH:10]=[C:11]([CH2:17][OH:18])[CH:12]=[C:13]([O:15][CH3:16])[CH:14]=1)[C:2]1[CH:7]=[CH:6][CH:5]=[CH:4][CH:3]=1.I(C1C=CC=CC=1C(O)=O)(=O)=O.O>CS(C)=O>[CH2:1]([O:8][C:9]1[CH:10]=[C:11]([CH:12]=[C:13]([O:15][CH3:16])[CH:14]=1)[CH:17]=[O:18])[C:2]1[CH:3]=[CH:4][CH:5]=[CH:6][CH:7]=1. Reported procedure: To a solution of (3-(benzyloxy)-5-methoxyphenyl)methanol (6.50 g) in DMSO (100 mL) was added 2-iodoxybenzoic acid (9.00 g), and the mixture was stirred at room temperature for 3 hr. Water was added to the reaction mixture, and the mixture was extracted with ethyl acetate. The extract was washed with saturated brine, and dried over anhydrous sodium sulfate. The solvent was evaporated under reduced pressure, and the residue was purified by silica gel column chromatography (ethyl acetate/hexane) to... The reactants are ClC1=CC(=C(C=C1Cl)NCCCCl)[N+](=O)[O-] (4,5-dichloro-N-(3-chloropropyl) 2-nitrobenzenamine), C1(=CC=CC=C1)C(N1CCNCC1)C1=CC=CC=C1 (1-(diphenylmethyl)piperazine), C([O-])([O-])=O.[Na+].[Na+] (sodium carbonate), [I-].[K+] (potassium iodide). Run in CC(CC(C)=O)C (4-methyl-2-pentanone), O (water). The product is ClC1=CC(=C(C=C1Cl)NCCCN1CCN(CC1)C(C1=CC=CC=C1)C1=CC=CC=C1)[N+](=O)[O-] (N-(4,5-dichloro-2-nitrophenyl)-4-(diphenylmethyl)-1-piperazinepropanamine). RXN SMILES: [Cl:1][C:2]1[C:7]([Cl:8])=[CH:6][C:5]([NH:9][CH2:10][CH2:11][CH2:12]Cl)=[C:4]([N+:14]([O-:16])=[O:15])[CH:3]=1.[C:17]1([CH:23]([C:30]2[CH:35]=[CH:34][CH:33]=[CH:32][CH:31]=2)[N:24]2[CH2:29][CH2:28][NH:27][CH2:26][CH2:25]2)[CH:22]=[CH:21][CH:20]=[CH:19][CH:18]=1.C(=O)([O-])[O-].[Na+].[Na+].[I-].[K+]>O.CC(C)CC(=O)C>[Cl:1][C:2]1[C:7]([Cl:8])=[CH:6][C:5]([NH:9][CH2:10][CH2:11][CH2:12][N:27]2[CH2:28][CH2:29][N:24]([CH:23]([C:17]3[CH:22]=[CH:21][CH:20]=[CH:19][CH:18]=3)[C:30]3[CH:35]=[CH:34][CH:33]=[CH:32][CH:31]=3)[CH2:25][CH2:26]2)=[C:4]([N+:14]([O-:16])=[O:15])[CH:3]=1 |f:2.3.4,5.6|. Procedure details: A mixture of 6.5 parts of 4,5-dichloro-N-(3-chloropropyl) 2-nitrobenzenamine, 5.6 parts of 1-(diphenylmethyl)piperazine, 5.3 parts of sodium carbonate, 0.1 parts of potassium iodide and 200 parts of 4-methyl-2-pentanone is stirred and refluxed overnight. The reaction mixture is cooled to room temperature and water is added. The organic phase is separated, dried, filtered and evaporated, yielding N-(4,5-dichloro-2-nitrophenyl)-4-(diphenylmethyl)-1-piperazinepropanamine as a residue. Reactants: C1(=CC=CC=C1)C (toluene), ClC1=C(C(=CC=C1)Cl)N=C=O (2,6-dichlorophenyl isocyanate), C(CCCCCCC)C1=CC=C(N)C=C1 (4-octylaniline). Reaction conditions: time 16 hour. Isolated yield 68.0%. Yields the product C(CCCCCCC)C1=CC=C(C=C1)NC(=O)NC1=C(C=CC=C1Cl)Cl (1-(4-octylphenyl)-3-(2,6-dichlorophenyl)urea). Procedure: To 10.6 ml (5.3 mmol) of a toluene solution of 0.50M 2,6-dichlorophenyl isocyanate was added 1.21 ml (5.32 mmol) of 4-octylaniline at room temperature and the whole was stirred for 16 hours. After removal of the solvent under reduced pressure, the residue was recrystallized from methanol to give 1.42 g (68% yield) of 1-(4-octylphenyl)-3-(2,6-dichlorophenyl)urea, the physical properties of which being shown in the following Table 3. The compounds No. 1, No. 13, No. 14, No. 17, and No. 18 listed i... RXN SMILES: C1(C)C=CC=CC=1.[Cl:8][C:9]1[CH:14]=[CH:13][CH:12]=[C:11]([Cl:15])[C:10]=1[N:16]=[C:17]=[O:18].[CH2:19]([C:27]1[CH:33]=[CH:32][C:30]([NH2:31])=[CH:29][CH:28]=1)[CH2:20][CH2:21][CH2:22][CH2:23][CH2:24][CH2:25][CH3:26]>>[CH2:19]([C:27]1[CH:28]=[CH:29][C:30]([NH:31][C:17]([NH:16][C:10]2[C:9]([Cl:8])=[CH:14][CH:13]=[CH:12][C:11]=2[Cl:15])=[O:18])=[CH:32][CH:33]=1)[CH2:20][CH2:21][CH2:22][CH2:23][CH2:24][CH2:25][CH3:26]. Starting materials: NC1=C(C(=O)N)C=CC=C1 (2-aminobenzamide), CC=1C=C(C(=O)N=C=S)C=CC1 (3-methylbenzoyl isothiocyanate). Run in CCOCC (ether). Conditions: time 48 hour. Yields the product NC(=O)C1=C(C=CC=C1)NC(NC(C1=CC(=CC=C1)C)=O)=S (N-[[[2-(Aminocarbonyl)phenyl]amino]thioxomethyl]-3-methylbenzamide). Isolated yield 89.3%. As a reaction SMILES: [NH2:1][C:2]1[CH:10]=[CH:9][CH:8]=[CH:7][C:3]=1[C:4]([NH2:6])=[O:5].[CH3:11][C:12]1[CH:13]=[C:14]([CH:20]=[CH:21][CH:22]=1)[C:15]([N:17]=[C:18]=[S:19])=[O:16]>CCOCC>[NH2:6][C:4]([C:3]1[CH:7]=[CH:8][CH:9]=[CH:10][C:2]=1[NH:1][C:18](=[S:19])[NH:17][C:15](=[O:16])[C:14]1[CH:20]=[CH:21][CH:22]=[C:12]([CH3:11])[CH:13]=1)=[O:5]. Procedure: To a stirred mixture of 7.2 g of 2-aminobenzamide and 200 ml of ether was added dropwise, a solution of 10 g of 3-methylbenzoyl isothiocyanate over 10 minutes. After 48 hours, the solid was collected, giving 14.8 g of the desired product as grey crystals, mp 194°-196° (dec.). Reactants: C(C)(C)(C)OC(=O)N1[C@@H]([C@@H]([C@H](C1)F)O)C(=O)O ((2S,3S,4S)-4-fluoro-3-hydroxy-pyrrolidine-1,2-dicarboxylic acid 1-tert-butyl ester), ClC=1C(=C(CN)C=CC1)F (3-chloro-2-fluoro-benzylamine), CCCP(=O)=O (propylphosphonic anhydride), CCN(C(C)C)C(C)C (DIPEA). Solvent: C(Cl)Cl (CH2Cl2). Run at time 1 hour. Yields the product C(C)(C)(C)OC(=O)N1[C@@H]([C@@H]([C@H](C1)F)O)C(NCC1=C(C(=CC=C1)Cl)F)=O ((2S,3S,4S)-2-(3-chloro-2-fluoro-benzylcarbamoyl)-4-fluoro-3-hydroxy-pyrrolidine-1-carboxylic acid tert-butyl ester). RXN SMILES: [C:1]([O:5][C:6]([N:8]1[CH2:12][C@H:11]([F:13])[C@@H:10]([OH:14])[C@H:9]1[C:15]([OH:17])=O)=[O:7])([CH3:4])([CH3:3])[CH3:2].[Cl:18][C:19]1[C:20]([F:27])=[C:21]([CH:24]=[CH:25][CH:26]=1)[CH2:22][NH2:23].CCCP(=O)=O.CCN(C(C)C)C(C)C>C(Cl)Cl>[C:1]([O:5][C:6]([N:8]1[CH2:12][C@H:11]([F:13])[C@@H:10]([OH:14])[C@H:9]1[C:15](=[O:17])[NH:23][CH2:22][C:21]1[CH:24]=[CH:25][CH:26]=[C:19]([Cl:18])[C:20]=1[F:27])=[O:7])([CH3:2])([CH3:3])[CH3:4]. Procedure: To a solution of (2S,3S,4S)-4-fluoro-3-hydroxy-pyrrolidine-1,2-dicarboxylic acid 1-tert-butyl ester (195 g, 0.782 mmol) in CH2Cl2 (10 mL) were added 3-chloro-2-fluoro-benzylamine (150 mg, 0.94 mmol), propylphosphonic anhydride (50% in EtOAc, 0.346 mL, 1.17 mmol) and DIPEA (0.41 mL, 2.35 mmol). The reaction mixture was stirred 1 h at RT, then quenched by addition of a saturated aqueous solution of NaHCO3 and extracted with CH2Cl2 (×2). The combined organic extracts were dried (Na2SO4), filtered a...